Task: describe an organic reaction: reactants, conditions, products, and yield. Dataset: the Open Reaction Database (ORD), a public repository of structured organic reaction records Reactants: BrCCOC (Bromoethylmethyl ether), C=1(O)C(=CC(O)=CC1)C1=CC=CC=C1COCC1=CC=CC=C1C=1C(O)=CC=C(C1)O (hydroquinone monobenzylether), C([O-])([O-])=O.[K+].[K+] (potassium carbonate). Solvent: CN(C=O)C (N,N-dimethylformamide). Conditions: temperature 90 celsius. Yields the product C(C1=CC=CC=C1)OC1=CC=C(C=C1)OCCOC (1-(benzyloxy)-4-(2-methoxyethoxy)benzene). Reaction SMILES: Br[CH2:2][CH2:3][O:4][CH3:5].C1(C(C2[C:19]([CH2:20][O:21][CH2:22][C:23]3[C:28](C4C(=CC=C(O)C=4)O)=[CH:27][CH:26]=[CH:25][CH:24]=3)=[CH:18][CH:17]=[CH:16][CH:15]=2)=CC(=CC=1)O)O.C(=O)([O-])[O-:38].[K+].[K+]>CN(C)C=O>[CH2:22]([O:21][C:20]1[CH:15]=[CH:16][C:17]([O:38][CH2:2][CH2:3][O:4][CH3:5])=[CH:18][CH:19]=1)[C:23]1[CH:24]=[CH:25][CH:26]=[CH:27][CH:28]=1 |f:2.3.4|. Procedure details: Bromoethylmethyl ether (105.7 g) was added to a stirred suspension of hydroquinone monobenzylether and unhydrous potassium carbonate (84.5 g) in N,N-dimethylformamide (250 ml). The reaction mixture was heated at 90° C. for 18 hours. The reaction mixture was allowed to cool to ambient temperature and the mixture filtered. The filtrate was dissolved in water (750 ml) and the aqueous mixture was extracted with ethyl acetate (5×150 ml). The ethyl acetate extracts were combined, washed with water (3×... The reactants are OC=1C(=C(C2=C(CC[C@@](O2)(C(=O)O)C)C1C)C)C ((R)-(+)-3,4-dihydro-6-hydroxy-2,5,7,8-tetramethyl2 H-1-benzopyran-2-carboxylic acid), O.C1(=CC=C(C=C1)S(=O)(=O)O)C (p-toluenesulphonic acid monohydrate). The solvent is CO (methanol), O (water). Reaction conditions: time 4 hour. The product is OC=1C(=C(C2=C(CC[C@@](O2)(C(=O)OC)C)C1C)C)C ((R)-(+)-methyl 3,4-dihydro-6-hydroxy-2,5,7,8-tetramethyl-2 H- 1-benzopyran-2 carboxylate). RXN SMILES: [OH:1][C:2]1[C:3]([CH3:18])=[C:4]([CH3:17])[C:5]2[O:10][C@@:9]([CH3:14])([C:11]([OH:13])=[O:12])[CH2:8][CH2:7][C:6]=2[C:15]=1[CH3:16].O.[C:20]1(C)C=CC(S(O)(=O)=O)=CC=1>CO.O>[OH:1][C:2]1[C:3]([CH3:18])=[C:4]([CH3:17])[C:5]2[O:10][C@@:9]([CH3:14])([C:11]([O:13][CH3:20])=[O:12])[CH2:8][CH2:7][C:6]=2[C:15]=1[CH3:16] |f:1.2|. Procedure details: A solution of 2 g (8 mmol) of optically pure (R)-(+)-3,4-dihydro-6-hydroxy-2,5,7,8-tetramethyl2 H-1-benzopyran-2-carboxylic acid (1) and 0.1 g of p-toluenesulphonic acid monohydrate in 40 ml methanol were stirred and re-fluxed for 4 hours. After cooling, the solution was diluted with water, extracted three times into ether that was subsequently washed with brine and aqueous sodium bicarbonate solution. The ether solution was washed, dried with MgSO4 and evaporated to give (R)-(+)-methyl 3,4-dihy... The reactants are N1(CCCC1)C(C)C=1C=C(OCCCN)C=CC1 (3-[3-[1-(1-pyrrolidinyl)ethyl]phenoxy]propylamine), C(CC)(=O)Cl (propionyl chloride). Solvent: N1=CC=CC=C1 (pyridine), O1CCCC1 (tetrahydrofuran). Product: N1(CCCC1)C(C)C=1C=C(OCCCNC(CC)=O)C=CC1 (N-[3-[3-[1-(1-pyrrolidinyl)ethyl]phenoxy]propyl] propionamide). Yield: 71.3%. Reaction SMILES: [N:1]1([CH:6]([C:8]2[CH:9]=[C:10]([CH:16]=[CH:17][CH:18]=2)[O:11][CH2:12][CH2:13][CH2:14][NH2:15])[CH3:7])[CH2:5][CH2:4][CH2:3][CH2:2]1.[C:19](Cl)(=[O:22])[CH2:20][CH3:21]>N1C=CC=CC=1.O1CCCC1>[N:1]1([CH:6]([C:8]2[CH:9]=[C:10]([CH:16]=[CH:17][CH:18]=2)[O:11][CH2:12][CH2:13][CH2:14][NH:15][C:19](=[O:22])[CH2:20][CH3:21])[CH3:7])[CH2:2][CH2:3][CH2:4][CH2:5]1. Reported procedure: 211.8 mg of 3-[3-[1-(1-pyrrolidinyl)ethyl]phenoxy]propylamine was dissolved in 2 ml of dry pyridine, and the solution was stirred under ice cooling. A solution of 87 mg of propionyl chloride in 2 ml of dry tetrahydrofuran was added dropwise in small portions. After the addition, the reaction temperature was adjusted to room temperature, and the mixturwe was stirred for 2 hours. The solvent was distilled off, and 10 ml of water was added. Furthermore, 300 mg of potassium carbonate was added. The ... The reactants are NS(=O)(=O)N (aminosulfonamide), C(=O)([O-])[O-].[K+].[K+] (K2CO3), BrC=1C=C2C(=C(NC2=CC1)C(=O)N)C1CCN(CC1)S(=O)(=O)CCCCl (5-bromo-3-{1-[(3-chloropropyl)sulfonyl]-4-piperidinyl}-1H-indole-carboxamide), N1CCCC1 (pyrrolidine). The product is BrC=1C=C2C(=CNC2=C(C1)C(=O)N)C1CCN(CC1)S(=O)(=O)CCCN1CCCC1 (5-bromo-3-(1-{[3-(1-pyrrolidinyl)propyl]sulfonyl}-4-piperidinyl)-1H-indole-7-carboxamide). Isolated yield 87.0%. As a reaction SMILES: [NH2:1]S(N)(=O)=O.[Br:6][C:7]1[CH:8]=[C:9]2[C:13](=[CH:14][CH:15]=1)[NH:12][C:11](C(N)=O)=[C:10]2[CH:19]1[CH2:24][CH2:23][N:22]([S:25]([CH2:28][CH2:29][CH2:30]Cl)(=[O:27])=[O:26])[CH2:21][CH2:20]1.[NH:32]1[CH2:36][CH2:35][CH2:34][CH2:33]1.[C:37]([O-:40])([O-])=O.[K+].[K+]>>[Br:6][C:7]1[CH:8]=[C:9]2[C:13](=[C:14]([C:37]([NH2:1])=[O:40])[CH:15]=1)[NH:12][CH:11]=[C:10]2[CH:19]1[CH2:20][CH2:21][N:22]([S:25]([CH2:28][CH2:29][CH2:30][N:32]2[CH2:36][CH2:35][CH2:34][CH2:33]2)(=[O:27])=[O:26])[CH2:23][CH2:24]1 |f:3.4.5|. Procedure: Following the general procedure for aminosulfonamide formation outlined in example 2, 5-bromo-3-{1-[(3-chloropropyl)sulfonyl]-4-piperidinyl}-1H-indole-carboxamide (656 mg, 1.41 mmol) and pyrrolidine (505 mg, 7.05 mmol) were allowed to react in the presence of K2CO3 (389.16 mg, 2.82 mmol). The resulting residue was purified by reverse phase HPLC eluting with 10% B to 80% B, where A=H2O (0.1% trifluoroacetic acid) and B=CH3CN (0.1% trifluoroacetic acid) to give the title compound (600 mg, 87%).